From a dataset of the Open Reaction Database (ORD), a public repository of structured organic reaction records. describe an organic reaction: reactants, conditions, products, and yield Starting materials: Cl.Cl[C@@H]1[C@H](C[C@@H]2CC[C@H]3[C@@H]4C[C@@H](C([C@@]4(C)CC[C@@H]3[C@]2(C1)C)=O)N1CCCCC1)O (2β-chloro-3α-hydroxy-17-oxo-16β-piperidino-5α-androstane-hydrochloride), [BH4-].[Na+] (sodium borohydride), C(Cl)Cl (methylene chloride), [OH-].[Na+] (sodium hydroxide). Run in CO (methanol). Yields the product Cl[C@@H]1[C@H](C[C@@H]2CC[C@H]3[C@@H]4C[C@@H]([C@@H]([C@@]4(C)CC[C@@H]3[C@]2(C1)C)O)N1CCCCC1)O (2β-chloro-3α,17β-dihydroxy-16β-piperidino-5α-androstane). RXN SMILES: Cl.[Cl:2][C@H:3]1[CH2:20][C@@:19]2([CH3:21])[C@@H:6]([CH2:7][CH2:8][C@@H:9]3[C@@H:18]2[CH2:17][CH2:16][C@@:14]2([CH3:15])[C@H:10]3[CH2:11][C@H:12]([N:23]3[CH2:28][CH2:27][CH2:26][CH2:25][CH2:24]3)[C:13]2=[O:22])[CH2:5][C@@H:4]1[OH:29].C(Cl)Cl.[OH-].[Na+].[BH4-].[Na+]>CO>[Cl:2][C@H:3]1[CH2:20][C@@:19]2([CH3:21])[C@@H:6]([CH2:7][CH2:8][C@@H:9]3[C@@H:18]2[CH2:17][CH2:16][C@@:14]2([CH3:15])[C@H:10]3[CH2:11][C@H:12]([N:23]3[CH2:28][CH2:27][CH2:26][CH2:25][CH2:24]3)[C@@H:13]2[OH:22])[CH2:5][C@@H:4]1[OH:29] |f:0.1,3.4,5.6|. Procedure details: 25 g. (0.056 mole) of 2β-chloro-3α-hydroxy-17-oxo-16β-piperidino-5α-androstane-hydrochloride are dissolved in the mixture of 52 ml. of methylene chloride and 125 ml. of methanol. Under vigorous stirring 2.75 g. (0.069 mole) of pulverized sodium hydroxide and at a temperature of 15°-20° C. 12.5 g. (0.33 mole) of sodium borohydride are added to the solution. The product precipitated immediately. The crystalline solution is stirred for 5 hours, whereafter the product is filtered and washed with wat... The reactants are FC1=C(C=CC=C1)C1=NCC(NC2=C1C=C(C=C2)Br)=S (1,3-dihydro-5-(2-fluorophenyl)-7-bromo-2H-1,4-benzodiazepine-2-thione), Cl.CN(C)CCCl (N,N-dimethyl-2-chloroethylamine hydrochloride), [OH-].[K+] (potassium hydroxide), O1CCCC1 (tetrahydrofuran). Solvent: [Cl-].[Na+] (sodium chloride). Reaction conditions: time 2 hour. Product: CN(CCSC1=NC2=C(C(=NC1)C1=C(C=CC=C1)F)C=C(C=C2)Br)C (2-(2-dimethylaminoethylthio)-5-(2-fluorophenyl)-7-bromo-3H-1,4-benzodiazepine). Yield: 76.5%. RXN SMILES: [F:1][C:2]1[CH:7]=[CH:6][CH:5]=[CH:4][C:3]=1[C:8]1[C:14]2[CH:15]=[C:16]([Br:19])[CH:17]=[CH:18][C:13]=2[NH:12][C:11](=[S:20])[CH2:10][N:9]=1.[OH-].[K+].O1CCCC1.Cl.[CH3:29][N:30]([CH2:32][CH2:33]Cl)[CH3:31]>[Cl-].[Na+]>[CH3:29][N:30]([CH3:31])[CH2:32][CH2:33][S:20][C:11]1[CH2:10][N:9]=[C:8]([C:3]2[CH:4]=[CH:5][CH:6]=[CH:7][C:2]=2[F:1])[C:14]2[CH:15]=[C:16]([Br:19])[CH:17]=[CH:18][C:13]=2[N:12]=1 |f:1.2,4.5,6.7|. Procedure details: To a solution of 4.4 g of 1,3-dihydro-5-(2-fluorophenyl)-7-bromo-2H-1,4-benzodiazepine-2-thione in a solvent mixture comprising 21.5 ml of a 10% aqueous potassium hydroxide solution and 1.4 ml of tetrahydrofuran is added at room temperature with stirring 2.74 g of N,N-dimethyl-2-chloroethylamine hydrochloride, and the resulting mixture is then stirred at room temperature for 2 hours. The reaction mixture is diluted with an aqueous sodium chloride solution and then extracted with ethyl acetate. T... Starting materials: FC1=CC=C(C=C1)C=1N=C(N(C1C1=CC=C(C=C1)F)/C=C/[C@H](CC(=O)OC)O)C(C)C (methyl (3S,E)-5-[4,5-bis(4-fluorophenyl)-2-(1-methylethyl)-1H-imidazol-1-yl]-3-hydroxy-4-pentenoate), C(C)(C)NC(C)C (diisopropylamine), C(CCC)[Li] (n-butyl lithium), C(C)(=O)OC(C)(C)C (t-butyl acetate). Run in C1CCOC1 (THF), C1CCCCC1 (cyclohexane). Procedure details: A solution of dry diisopropylamine (0.77 ml) in dry cyclohexane (15.6 ml) at 3° under nitrogen was treated dropwise with n-butyl lithium solution (1.55M in hexanes, 3.54 ml). After 15 min t-butyl acetate (0.74 ml) was added dropwise. After 30 min the mixture was cannulated into a solution of methyl (3S,E)-5-[4,5-bis(4-fluorophenyl)-2-(1-methylethyl)-1H-imidazol-1-yl]-3-hydroxy-4-pentenoate (334 mg) in dry THF (7.8 ml) at 3° under nitrogen over 15 min. After 1 h the mixture was quenched with satu... Reaction SMILES: C(NC(C)C)(C)C.C([Li])CCC.[C:13]([O:16][C:17]([CH3:20])([CH3:19])[CH3:18])(=[O:15])[CH3:14].[F:21][C:22]1[CH:27]=[CH:26][C:25]([C:28]2[N:29]=[C:30]([CH:49]([CH3:51])[CH3:50])[N:31](/[CH:40]=[CH:41]/[C@@H:42]([OH:48])[CH2:43][C:44](OC)=[O:45])[C:32]=2[C:33]2[CH:38]=[CH:37][C:36]([F:39])=[CH:35][CH:34]=2)=[CH:24][CH:23]=1>C1CCCCC1.C1COCC1>[F:21][C:22]1[CH:23]=[CH:24][C:25]([C:28]2[N:29]=[C:30]([CH:49]([CH3:51])[CH3:50])[N:31](/[CH:40]=[CH:41]/[C@@H:42]([OH:48])[CH2:43][C:44](=[O:45])[CH2:14][C:13]([O:16][C:17]([CH3:20])([CH3:19])[CH3:18])=[O:15])[C:32]=2[C:33]2[CH:38]=[CH:37][C:36]([F:39])=[CH:35][CH:34]=2)=[CH:26][CH:27]=1. Yields the product FC1=CC=C(C=C1)C=1N=C(N(C1C1=CC=C(C=C1)F)/C=C/[C@H](CC(CC(=O)OC(C)(C)C)=O)O)C(C)C (1,1-Dimethyleth-1-yl (5S,E)-7-[4,5-bis-(4-fluorophenyl)-2-(1-methylethyl)-1H-imidazol-1-yl]-5-hydroxy-3-oxo-6-heptenoate). The product is [N+](=O)([O-])C1=CC=C(CSCC(=O)O)C=C1 ((4-nitrobenzylthio)acetic acid). Reactants: [N+](=O)([O-])C1=CC=C(CCl)C=C1 (4-Nitrobenzyl chloride), SCC(=O)O (mercaptoacetic acid). Reported procedure: 4-Nitrobenzyl chloride (2.5 g, 15 mmol) was added to a solution of mercaptoacetic acid (80% in H2O, 1 mL,~12 mmol) in aqueous sodium hydroxide (2.75N, 10 mL) and THF (10 mL) with stirring at 50° C. After 1 hour, the reaction was cooled to ambient temperature, diluted with water (30 mL) and extracted with Et2O to remove excess halide. The aqueous layer was distributed between EtOAc and 5% citric acid and the organic extract then washed with H2O, dried (MgSO4) and evaporated to give the title comp... Solvent: [OH-].[Na+] (sodium hydroxide), C1CCOC1 (THF), O (water). Run at temperature 50 celsius, time 1 hour. As a reaction SMILES: [N+:1]([C:4]1[CH:11]=[CH:10][C:7]([CH2:8]Cl)=[CH:6][CH:5]=1)([O-:3])=[O:2].[SH:12][CH2:13][C:14]([OH:16])=[O:15]>[OH-].[Na+].C1COCC1.O>[N+:1]([C:4]1[CH:11]=[CH:10][C:7]([CH2:8][S:12][CH2:13][C:14]([OH:16])=[O:15])=[CH:6][CH:5]=1)([O-:3])=[O:2] |f:2.3|. The reactants are Cn1c2c(c(=O)n1-c1cnc3ccccc3n1)CN(C(=O)OC(C)(C)C)CC2, CO, Cl. Product: Cl, Cn1c2c(c(=O)n1-c1cnc3ccccc3n1)CNCC2. RXN SMILES: [C:1]([O:2][C:3](=[O:4])[N:8]1[CH2:9][c:10]2[c:11]([n:14]([CH3:28])[n:15](-[c:18]3[n:19][c:20]4[cH:21][cH:22][cH:23][cH:24][c:25]4[n:26][cH:27]3)[c:16]2=[O:17])[CH2:12][CH2:13]1)([CH3:5])([CH3:6])[CH3:7].[CH3:30][OH:31].[ClH:29]>>[ClH:29].[NH:8]1[CH2:9][c:10]2[c:11]([n:14]([CH3:28])[n:15](-[c:18]3[n:19][c:20]4[cH:21][cH:22][cH:23][cH:24][c:25]4[n:26][cH:27]3)[c:16]2=[O:17])[CH2:12][CH2:13]1. The reactants are CC(C)(C)OC(=O)N1CCC(C(O)c2ccc(C(F)(F)F)cc2)CC1, ClCCl, O=[Cr](=O)([O-])Cl, c1cc[nH+]cc1. The product is CC(C)(C)OC(=O)N1CCC(C(=O)c2ccc(C(F)(F)F)cc2)CC1. As a reaction SMILES: [C:1]([CH3:2])([CH3:3])([CH3:4])[O:5][C:6](=[O:7])[N:8]1[CH2:9][CH2:10][CH:11]([CH:14]([c:15]2[cH:16][cH:17][c:18]([C:21]([F:22])([F:23])[F:24])[cH:19][cH:20]2)[OH:25])[CH2:12][CH2:13]1.[Cl:37][CH2:38][Cl:39].[O:26]=[Cr:27]([Cl:28])([O-:29])=[O:30].[nH+:31]1[cH:32][cH:33][cH:34][cH:35][cH:36]1>>[C:1]([CH3:2])([CH3:3])([CH3:4])[O:5][C:6](=[O:7])[N:8]1[CH2:9][CH2:10][CH:11]([C:14]([c:15]2[cH:16][cH:17][c:18]([C:21]([F:22])([F:23])[F:24])[cH:19][cH:20]2)=[O:25])[CH2:12][CH2:13]1. Starting materials: CCCC(=O)Nc1nn(COCC[Si](C)(C)C)c2cc(-c3ccc(OCc4ccccc4)cc3)c(Br)cc12, CCOC(C)=O, [Na+], [Na+], O=C([O-])[O-], C1COCCO1, O, c1ccc(P(c2ccccc2)(c2ccccc2)[Pd](P(c2ccccc2)(c2ccccc2)c2ccccc2)(P(c2ccccc2)(c2ccccc2)c2ccccc2)P(c2ccccc2)(c2ccccc2)c2ccccc2)cc1, CCB(CC)c1cccnc1. The product is CCCC(=O)Nc1nn(COCC[Si](C)(C)C)c2cc(-c3ccc(OCc4ccccc4)cc3)c(-c3cccnc3)cc12. Reaction SMILES: [Br:18][c:19]1[cH:20][c:21]2[c:22]([NH:50][C:51]([CH2:52][CH2:53][CH3:54])=[O:55])[n:23][n:24]([CH2:42][O:43][CH2:44][CH2:45][Si:46]([CH3:47])([CH3:48])[CH3:49])[c:25]2[cH:26][c:27]1-[c:28]1[cH:29][cH:30][c:31]([O:34][CH2:35][c:36]2[cH:37][cH:38][cH:39][cH:40][cH:41]2)[cH:32][cH:33]1.[CH3:56][CH2:57][O:58][C:59](=[O:60])[CH3:61].[Na+:12].[Na+:13].[O-:14][C:15](=[O:16])[O-:17].[O:63]1[CH2:64][CH2:65][O:66][CH2:67][CH2:68]1.[OH2:62].[cH:69]1[cH:70][cH:71][c:72]([P:73]([Pd:74]([P:75]([c:76]2[cH:77][cH:78][cH:79][cH:80][cH:81]2)([c:82]2[cH:83][cH:84][cH:85][cH:86][cH:87]2)[c:88]2[cH:89][cH:90][cH:91][cH:92][cH:93]2)([P:94]([c:95]2[cH:96][cH:97][cH:98][cH:99][cH:100]2)([c:101]2[cH:102][cH:103][cH:104][cH:105][cH:106]2)[c:107]2[cH:108][cH:109][cH:110][cH:111][cH:112]2)[P:113]([c:114]2[cH:115][cH:116][cH:117][cH:118][cH:119]2)([c:120]2[cH:121][cH:122][cH:123][cH:124][cH:125]2)[c:126]2[cH:127][cH:128][cH:129][cH:130][cH:131]2)([c:132]2[cH:133][cH:134][cH:135][cH:136][cH:137]2)[c:138]2[cH:139][cH:140][cH:141][cH:142][cH:143]2)[cH:144][cH:145]1.[n:1]1[cH:2][c:3]([B:7]([CH2:8][CH3:9])[CH2:10][CH3:11])[cH:4][cH:5][cH:6]1>>[n:1]1[cH:2][c:3](-[c:19]2[cH:20][c:21]3[c:22]([NH:50][C:51]([CH2:52][CH2:53][CH3:54])=[O:55])[n:23][n:24]([CH2:42][O:43][CH2:44][CH2:45][Si:46]([CH3:47])([CH3:48])[CH3:49])[c:25]3[cH:26][c:27]2-[c:28]2[cH:29][cH:30][c:31]([O:34][CH2:35][c:36]3[cH:37][cH:38][cH:39][cH:40][cH:41]3)[cH:32][cH:33]2)[cH:4][cH:5][cH:6]1. The reactants are CNC(=O)C=1C(C(=C(N(C1)C(C)C1=NC=C(C=C1)Br)C)C1=CC(=NC=C1)C(F)(F)F)=O (1-[1-(5-Bromo-pyridin-2-yl)-ethyl]-2-methyl-4-oxo-2′-trifluoromethyl-1,4-dihydro-[3,4′]bipyridinyl-5-carboxylic acid methylamide), CNC(=O)C1=CN(C(=C(C1=O)C1=CC(=CC=C1)C(F)F)C)C(C)C1=NC=C(C=C1)Br (1-[1-(5-Bromo-pyridin-2-yl)-ethyl]-5-(3-difluoromethyl-phenyl)-6-methyl-4-oxo-1,4-dihydro-pyridine-3-carboxylic acid methylamide). Yields the product CNC(=O)C1=CN(C(=C(C1=O)C1=CC(=CC=C1)C(F)F)C)C(C)C1=NC=C(C=C1)C#N (1-[1-(5-Cyano-pyridin-2-yl)-ethyl]-5-(3-difluoromethyl-phenyl)-6-methyl-4-oxo-1,4-dihydro-pyridine-3-carboxylic acid methylamide). As a reaction SMILES: [CH3:1][NH:2]C(C1C(=O)C(C2C=CN=C(C(F)(F)F)C=2)=C(C)N(C(C2C=CC(Br)=CN=2)C)C=1)=O.[CH3:32][NH:33][C:34]([C:36]1[C:41](=[O:42])[C:40]([C:43]2[CH:48]=[CH:47][CH:46]=[C:45]([CH:49]([F:51])[F:50])[CH:44]=2)=[C:39]([CH3:52])[N:38]([CH:53]([C:55]2[CH:60]=[CH:59][C:58](Br)=[CH:57][N:56]=2)[CH3:54])[CH:37]=1)=[O:35]>>[CH3:32][NH:33][C:34]([C:36]1[C:41](=[O:42])[C:40]([C:43]2[CH:48]=[CH:47][CH:46]=[C:45]([CH:49]([F:51])[F:50])[CH:44]=2)=[C:39]([CH3:52])[N:38]([CH:53]([C:55]2[CH:60]=[CH:59][C:58]([C:1]#[N:2])=[CH:57][N:56]=2)[CH3:54])[CH:37]=1)=[O:35]. Procedure: Example 16 is prepared as described for Example 15, substituting preparation 15b with preparation 16c. ESI mass spectrum: [M+H]+=423; Retention time HPLC: 0.94 min (Z018_S04).